From a dataset of the Open Reaction Database (ORD), a public repository of structured organic reaction records. describe an organic reaction: reactants, conditions, products, and yield Starting materials: FC(S(=O)(=O)OC1=C(C=C(C=C1)C(=O)OC)NC(=O)OCC1=CC=CC=C1)(F)F (2-benzyloxycarbonylamino-4-methoxycarbonylphenyl trifluoromethanesulfonate), COCC#C[Sn](CCCC)(CCCC)CCCC ((3-methoxy-1-propynyl)tributylstannane), ( 2 ). The product is C(C1=CC=CC=C1)OC(=O)NC=1C=C(C(=O)OC)C=CC1C#CCOC (Methyl 3-benzyloxycarbonylamino-4-(3-methoxy-1-propynyl)benzoate). The yield is 67.1%. RXN SMILES: FC(F)(F)S(O[C:7]1[CH:12]=[CH:11][C:10]([C:13]([O:15][CH3:16])=[O:14])=[CH:9][C:8]=1[NH:17][C:18]([O:20][CH2:21][C:22]1[CH:27]=[CH:26][CH:25]=[CH:24][CH:23]=1)=[O:19])(=O)=O.[CH3:30][O:31][CH2:32][C:33]#[C:34][Sn](CCCC)(CCCC)CCCC>>[CH2:21]([O:20][C:18]([NH:17][C:8]1[CH:9]=[C:10]([CH:11]=[CH:12][C:7]=1[C:34]#[C:33][CH2:32][O:31][CH3:30])[C:13]([O:15][CH3:16])=[O:14])=[O:19])[C:22]1[CH:27]=[CH:26][CH:25]=[CH:24][CH:23]=1. Reported procedure: Methyl 3-benzyloxycarbonylamino-4-(3-methoxy-1-propynyl)benzoate (4.23 g) was prepared from 2-benzyloxycarbonylamino-4-methoxycarbonylphenyl trifluoromethanesulfonate (7.73 g) and (3-methoxy-1-propynyl)tributylstannane (6.67 g) in a similar manner to that of Preparation 1 (2). Procedure details: To 85 ml of dry ether and 21.4 ml (0.152 mol) of diisopropylamine at -78° C. was added 97 ml (0.150 mol) of 1.55M n-BuLi. After stirring at -78° C. for 20 minutes a solution of 16.3 g (0.068 mol) of product of Example 34 in 10 ml of dry ether was added. After stirring at -78° C. for 1 hour, 35 g (0.221 mol) of ethyl chlorodifluoroacetate was added. Stirring at -78° C. was continued for 1 hour and then warmed to room temperature in 11/2 hour. The reaction mixture was poured into 200 ml of ice wat... Starting materials: C(C)(C)NC(C)C (diisopropylamine), [Li]CCCC (n-BuLi), N\C(=C(/C(=O)OCC)\C(CC)=O)\C(F)(F)F (Ethyl 3-amino-2-propionyl-4,4,4-trifluorocrotonate), ClC(C(=O)OCC)(F)F (ethyl chlorodifluoroacetate), ice water. As a reaction SMILES: C(NC(C)C)(C)C.[Li][CH2:9]CCC.[NH2:13]/[C:14](/[C:25]([F:28])([F:27])[F:26])=[C:15](/[C:21](=[O:24])[CH2:22][CH3:23])\[C:16]([O:18][CH2:19][CH3:20])=[O:17].[Cl:29][C:30]([F:37])([F:36])C(OCC)=O>CCOCC>[Cl:29][C:30]([F:37])([F:36])[C:23]1[N:13]=[C:14]([C:25]([F:26])([F:27])[F:28])[C:15]([C:16]([O:18][CH2:19][CH3:20])=[O:17])=[C:21]([OH:24])[C:22]=1[CH3:9]. Run in CCOCC (ether), CCOCC (ether). Reaction conditions: temperature -78 celsius, time 1 hour. The product is ClC(C1=C(C(=C(C(=N1)C(F)(F)F)C(=O)OCC)O)C)(F)F (Ethyl 6-(chlorodifluoromethyl)-4-hydroxy-5-methyl-2-(trifluoromethyl)-3-pyridinecarboxylate). Isolated yield 78.0%. Product: C(C)(C)(C)OC(=O)N1CCC(CC1)CNC(=O)C1=CNC2=C1N=CN=C2C2=C(C=CC=1OCOC12)OCC1CC1 (4-({[4-(5-Cyclopropylmethoxy-benzo[1,3]dioxol-4-yl)-5H-pyrrolo[3,2-d]pyrimidine-7-carbonyl]-amino}-methyl)-piperidine-1-carboxylic acid tert-butyl ester). Reactants: C1(CC1)COC1=C(C2=C(OCO2)C=C1)C=1C2=C(N=CN1)C(=CN2)C(=O)O (4-(5-cyclopropylmethoxy-1,3-benzodioxol-4-yl)-5H-pyrrolo[3,2-d]pyrimidine-7-carboxylic acid), C(C)(C)(C)OC(=O)N1CCC(CC1)CN (4-aminomethyl-piperidine-1-carboxylic acid tert-butyl ester). As a reaction SMILES: [CH:1]1([CH2:4][O:5][C:6]2[CH:14]=[CH:13][C:9]3[O:10][CH2:11][O:12][C:8]=3[C:7]=2[C:15]2[C:16]3[NH:23][CH:22]=[C:21]([C:24](O)=[O:25])[C:17]=3[N:18]=[CH:19][N:20]=2)[CH2:3][CH2:2]1.[C:27]([O:31][C:32]([N:34]1[CH2:39][CH2:38][CH:37]([CH2:40][NH2:41])[CH2:36][CH2:35]1)=[O:33])([CH3:30])([CH3:29])[CH3:28]>>[C:27]([O:31][C:32]([N:34]1[CH2:39][CH2:38][CH:37]([CH2:40][NH:41][C:24]([C:21]2[C:17]3[N:18]=[CH:19][N:20]=[C:15]([C:7]4[C:8]5[O:12][CH2:11][O:10][C:9]=5[CH:13]=[CH:14][C:6]=4[O:5][CH2:4][CH:1]4[CH2:3][CH2:2]4)[C:16]=3[NH:23][CH:22]=2)=[O:25])[CH2:36][CH2:35]1)=[O:33])([CH3:30])([CH3:29])[CH3:28]. Reported procedure: Starting from 4-(5-cyclopropylmethoxy-1,3-benzodioxol-4-yl)-5H-pyrrolo[3,2-d]pyrimidine-7-carboxylic acid (example A67) and 4-aminomethyl-piperidine-1-carboxylic acid tert-butyl ester the title compound is obtained as colorless solid. The reactants are CC(C)(C)[O-], O=[N+]([O-])c1ccc(Cl)cc1, [K+], [Na+], CN(C)C=O, [OH-], O, Cn1nc(-c2ccccc2)c(O)c1-c1ccccc1. Product: Cn1nc(-c2ccccc2)c(Oc2ccc([N+](=O)[O-])cc2)c1-c1ccccc1. RXN SMILES: [CH3:20][C:21]([CH3:22])([O-:23])[CH3:24].[Cl:26][c:27]1[cH:28][cH:29][c:30]([N+:33](=[O:34])[O-:35])[cH:31][cH:32]1.[K+:25].[Na+:37].[O:39]=[CH:40][N:41]([CH3:42])[CH3:43].[OH-:36].[OH2:38].[OH:1][c:2]1[c:3](-[c:14]2[cH:15][cH:16][cH:17][cH:18][cH:19]2)[n:4][n:5]([CH3:13])[c:6]1-[c:7]1[cH:8][cH:9][cH:10][cH:11][cH:12]1>>[O:1]([c:2]1[c:3](-[c:14]2[cH:15][cH:16][cH:17][cH:18][cH:19]2)[n:4][n:5]([CH3:13])[c:6]1-[c:7]1[cH:8][cH:9][cH:10][cH:11][cH:12]1)[c:27]1[cH:28][cH:29][c:30]([N+:33](=[O:34])[O-:35])[cH:31][cH:32]1. The reactants are CC(C)(C)OC(=O)N1CC(C(=O)O)C1, CNOC, CCN(C(C)C)C(C)C, ClCCl, Cl, On1nnc2ccccc21. The product is CON(C)C(=O)C1CN(C(=O)OC(C)(C)C)C1. RXN SMILES: [C:1](=[O:2])([O:3][C:4]([CH3:5])([CH3:6])[CH3:7])[N:8]1[CH2:9][CH:10]([C:12](=[O:13])[OH:14])[CH2:11]1.[CH3:16][NH:17][O:18][CH3:19].[CH:30]([N:31]([CH2:32][CH3:33])[CH:34]([CH3:35])[CH3:36])([CH3:37])[CH3:38].[Cl:39][CH2:40][Cl:41].[ClH:15].[OH:20][n:21]1[c:22]2[c:23]([cH:24][cH:25][cH:26][cH:27]2)[n:28][n:29]1>>[C:1](=[O:2])([O:3][C:4]([CH3:5])([CH3:6])[CH3:7])[N:8]1[CH2:9][CH:10]([C:12](=[O:14])[N:17]([CH3:16])[O:18][CH3:19])[CH2:11]1.